This data is from the Open Reaction Database (ORD), a public repository of structured organic reaction records. The task is: describe an organic reaction: reactants, conditions, products, and yield Starting materials: [OH-].[Na+] (sodium hydroxide), C(C)(=O)OC(C)=O (acetic anhydride), C(=O)O (formic acid), FC=1C=CC(=C(C1)C(C)=O)NC (5'-Fluoro-2'-(methylamino)acetophenone). Run in O (water). Reaction conditions: time 2 hour. The product is C(C)(=O)C1=C(N(C=O)C)C=CC(=C1)F (2'-acetyl-4'-fluoro-N-methylformanilide). As a reaction SMILES: C(OC(=O)C)(=O)C.[CH:8]([OH:10])=O.[F:11][C:12]1[CH:13]=[CH:14][C:15]([NH:21][CH3:22])=[C:16]([C:18](=[O:20])[CH3:19])[CH:17]=1.[OH-].[Na+]>O>[C:18]([C:16]1[CH:17]=[C:12]([F:11])[CH:13]=[CH:14][C:15]=1[N:21]([CH3:22])[CH:8]=[O:10])(=[O:20])[CH3:19] |f:3.4|. Procedure: A mixture of acetic anhydride (4.6 ml) and formic acid (3.1 3 ml) was stirred at 60° for 2 hours and then cooled to 10°. 5'-Fluoro-2'-(methylamino)acetophenone (3.0 g) was then added and the mixture stirred overnight. The solution was cooled in an ice-bath and water (20 ml) added followed by aqueous sodium hydroxide (specific gravity 1.5) added dropwise to pH 10. The mixture was extracted with dichloromethane (3×30 ml) and the combined extracts dried over magnesium sulphate to give a solution of... Starting materials: CCOc1ccccc1S(=O)(=O)N=C=O, ClCCl, COc1nc(N)nc(OCC(F)(F)F)n1. The product is CCOc1ccccc1S(=O)(=O)NC(=O)Nc1nc(OC)nc(OCC(F)(F)F)n1. As a reaction SMILES: [CH2:16]([CH3:17])[O:18][c:19]1[c:20]([S:25](=[O:26])(=[O:27])[N:28]=[C:29]=[O:30])[cH:21][cH:22][cH:23][cH:24]1.[CH2:31]([Cl:32])[Cl:33].[NH2:1][c:2]1[n:3][c:4]([O:14][CH3:15])[n:5][c:6]([O:8][CH2:9][C:10]([F:11])([F:12])[F:13])[n:7]1>>[NH:1]([c:2]1[n:3][c:4]([O:14][CH3:15])[n:5][c:6]([O:8][CH2:9][C:10]([F:11])([F:12])[F:13])[n:7]1)[C:29]([NH:28][S:25]([c:20]1[c:19]([O:18][CH2:16][CH3:17])[cH:24][cH:23][cH:22][cH:21]1)(=[O:26])=[O:27])=[O:30]. The reactants are N1(C=NC2=C1C=CC=C2)[C@H]([C@H](O)C)C ((1R,2S)-2-benzimidazol-1-yl-1-methyl-propanol), C1(=CC=CC=C1)P(C1=CC=CC=C1)C1=CC=CC=C1 (triphenylphosphine), [N+](=O)([O-])C1=CC=C(C(=O)O)C=C1 (4-nitrobenzoic acid), N(=NC(=O)OCC)C(=O)OCC (diethyl azodicarboxylate). Run in C1CCOC1 (THF). Reaction conditions: time 12 hour. The product is [N+](=O)([O-])C1=CC=C(C(=O)[O-])C=C1 (4-nitrobenzoate), C1(=CC=CC=C1)P(C1=CC=CC=C1)(C1=CC=CC=C1)=O (triphenylphosphine oxide). Reaction SMILES: N1([C@@H](C)[C@@H](C)[OH:12])C2C=CC=CC=2N=C1.[C:15]1([P:21]([C:28]2[CH:33]=[CH:32][CH:31]=[CH:30][CH:29]=2)[C:22]2[CH:27]=[CH:26][CH:25]=[CH:24][CH:23]=2)[CH:20]=[CH:19][CH:18]=[CH:17][CH:16]=1.[N+:34]([C:37]1[CH:45]=[CH:44][C:40]([C:41]([OH:43])=[O:42])=[CH:39][CH:38]=1)([O-:36])=[O:35].N(C(OCC)=O)=NC(OCC)=O>C1COCC1>[N+:34]([C:37]1[CH:38]=[CH:39][C:40]([C:41]([O-:43])=[O:42])=[CH:44][CH:45]=1)([O-:36])=[O:35].[C:28]1([P:21](=[O:12])([C:15]2[CH:16]=[CH:17][CH:18]=[CH:19][CH:20]=2)[C:22]2[CH:27]=[CH:26][CH:25]=[CH:24][CH:23]=2)[CH:29]=[CH:30][CH:31]=[CH:32][CH:33]=1. Reported procedure: To (1R,2S)-2-benzimidazol-1-yl-1-methyl-propanol (1.27 g, 6.68 mmol), triphenylphosphine (1.19 g, 1.1 equiv), and 4-nitrobenzoic acid (1.22 g, 1.1 equiv) in THF (20 mL) was added diethyl azodicarboxylate (1.15 mL, 1.1 equiv). After stirring 12 h, the solvent was removed, and chromatographed on silica gel eluting with ethyl acetate to give the intermediate 4-nitrobenzoate and triphenylphosphine oxide as a mixture. This mixture was directly hydrolyzed with 1.0N sodium hydroxide (20 mL) in THF/meth...